Dataset: the Open Reaction Database (ORD), a public repository of structured organic reaction records. Task: describe an organic reaction: reactants, conditions, products, and yield The reactants are BrCc1ccccc1, CCOC(=O)Cc1c[nH]c2ccc(OC)cc12, C1CCOC1, CCOC(C)=O, CN(C)C=O, O. Product: CCOC(=O)Cc1cn(Cc2ccccc2)c2ccc(OC)cc12. RXN SMILES: [Br:23][CH2:24][c:25]1[cH:26][cH:27][cH:28][cH:29][cH:30]1.[CH2:1]([CH3:2])[O:3][C:4]([CH2:5][c:6]1[cH:7][nH:8][c:9]2[cH:10][cH:11][c:12]([O:15][CH3:16])[cH:13][c:14]12)=[O:17].[CH2:31]1[O:32][CH2:33][CH2:34][CH2:35]1.[CH3:37][CH2:38][O:39][C:40](=[O:41])[CH3:42].[O:18]=[CH:19][N:20]([CH3:21])[CH3:22].[OH2:36]>>[CH2:1]([CH3:2])[O:3][C:4]([CH2:5][c:6]1[cH:7][n:8]([CH2:24][c:25]2[cH:26][cH:27][cH:28][cH:29][cH:30]2)[c:9]2[cH:10][cH:11][c:12]([O:15][CH3:16])[cH:13][c:14]12)=[O:17]. Starting materials: O.ClC=1C(=CC2=C(NC(=NS2(=O)=O)N2C=NC=C2)C1)Cl (6,7-Dichloro-3-(imidazol-1-yl)-4H-1,2,4-benzothiadiazine 1,1-dioxide monohydrate), C(CCCCC)N (hexylamine). Product: ClC=1C(=CC2=C(NC(=NS2(=O)=O)NCCCCCC)C1)Cl (6,7-Dichloro-3-hexylamino-4H-1,2,4-benzothiadiazine 1,1-dioxide). Reaction SMILES: O.[Cl:2][C:3]1[C:4]([Cl:20])=[CH:5][C:6]2[S:11](=[O:13])(=[O:12])[N:10]=[C:9]([N:14]3[CH:18]=[CH:17]N=C3)[NH:8][C:7]=2[CH:19]=1.[CH2:21](N)[CH2:22][CH2:23][CH2:24]CC>>[Cl:2][C:3]1[C:4]([Cl:20])=[CH:5][C:6]2[S:11](=[O:12])(=[O:13])[N:10]=[C:9]([NH:14][CH2:18][CH2:17][CH2:21][CH2:22][CH2:23][CH3:24])[NH:8][C:7]=2[CH:19]=1 |f:0.1|. Procedure: 6,7-Dichloro-3-(imidazol-1-yl)-4H-1,2,4-benzothiadiazine 1,1-dioxide monohydrate was treated with hexylamine according to the general procedure Method B to give the title compound; m.p. 282-286° C.; IR (KBr): 3332, 3173, 3074, 2956, 2930, 2854, 1637, 1580, 1562, 1464, 1241, 1168, 1143, 1132 cm−1. Starting materials: C(C=C)OC1=C(C(=O)NC=2C(=NN(C2C(=O)N)C)CCC)C=CC=C1 (4-(2-allyloxybenzamido)-1-methyl-3-n-propyl-pyrazole-5-carboxamide), [OH-].[Na+] (sodium hydroxide), O (water). Solvent: C(C)O (ethanol). The product is C(C=C)OC1=C(C=CC=C1)C=1NC(C2=C(N1)C(=NN2C)CCC)=O (5-(2-Allyloxyphenyl)-1-methyl-3-n-propyl-1,6-dihydro-7H-pyrazolo-[4,3-d]pyrimidin-7-one). The yield is 41.9%. RXN SMILES: [CH2:1]([O:4][C:5]1[CH:25]=[CH:24][CH:23]=[CH:22][C:6]=1[C:7]([NH:9][C:10]1[C:11]([CH2:19][CH2:20][CH3:21])=[N:12][N:13]([CH3:18])[C:14]=1[C:15]([NH2:17])=[O:16])=O)[CH:2]=[CH2:3].[OH-].[Na+].O>C(O)C>[CH2:1]([O:4][C:5]1[CH:25]=[CH:24][CH:23]=[CH:22][C:6]=1[C:7]1[NH:17][C:15](=[O:16])[C:14]2[N:13]([CH3:18])[N:12]=[C:11]([CH2:19][CH2:20][CH3:21])[C:10]=2[N:9]=1)[CH:2]=[CH2:3] |f:1.2|. Procedure details: A mixture of 4-(2-allyloxybenzamido)-1-methyl-3-n-propyl-pyrazole-5-carboxamide (1.2 g, 0.0035 mol), sodium hydroxide (0.70 g, 0.018 mol), water (34 ml) and ethanol (8 ml) was refluxed for 5 hours. After cooling, the solution was exhaustively extracted with ethyl acetate. The combined extracts were washed with brine (30 ml), dried (Na2SO4), filtered and the solvent evaporated under vacuum to give a crude product which was crystallised from ethyl acetate/hexane to afford the title compound (0.476... The reactants are C1CCOC1, C[Si](C)(C)[N-][Si](C)(C)C, Cc1nc(N)cc(-c2cccnc2F)n1, CS(=O)(=O)Nc1cc(N)cnc1Cl, [Na+]. The product is Cc1nc(N)cc(-c2cccnc2Nc2cnc(Cl)c(NS(C)(=O)=O)c2)n1. RXN SMILES: [CH2:39]1[O:40][CH2:41][CH2:42][CH2:43]1.[CH3:15][Si:16]([N-:17][Si:18]([CH3:19])([CH3:20])[CH3:21])([CH3:22])[CH3:23].[F:24][c:25]1[n:26][cH:27][cH:28][cH:29][c:30]1-[c:31]1[cH:32][c:33]([NH2:38])[n:34][c:35]([CH3:37])[n:36]1.[NH2:1][c:2]1[cH:3][c:4]([NH:9][S:10](=[O:11])(=[O:12])[CH3:13])[c:5]([Cl:8])[n:6][cH:7]1.[Na+:14]>>[NH:1]([c:2]1[cH:3][c:4]([NH:9][S:10](=[O:11])(=[O:12])[CH3:13])[c:5]([Cl:8])[n:6][cH:7]1)[c:25]1[n:26][cH:27][cH:28][cH:29][c:30]1-[c:31]1[cH:32][c:33]([NH2:38])[n:34][c:35]([CH3:37])[n:36]1. Starting materials: COC=1CCCCC(N1)C=CC1=CC(=CC=C1)OC (3,4,5,6-tetrahydro-7-methoxy-2-[2-(3-methoxyphenyl)ethenyl]-2H-azepine), [Cl-].[NH4+] (ammonium chloride). Product: Cl.COC=1C=C(C=CC1)C=CC1CCCCC(N1)=N (hexahydro-7-[2-(3-methoxyphenyl)ethenyl]-2H-azepin-2-imine, monohydrochloride). As a reaction SMILES: CO[C:3]1[CH2:4][CH2:5][CH2:6][CH2:7][CH:8]([CH:10]=[CH:11][C:12]2[CH:17]=[CH:16][CH:15]=[C:14]([O:18][CH3:19])[CH:13]=2)[N:9]=1.[Cl-:20].[NH4+:21]>>[ClH:20].[CH3:19][O:18][C:14]1[CH:13]=[C:12]([CH:11]=[CH:10][CH:8]2[NH:9][C:3](=[NH:21])[CH2:4][CH2:5][CH2:6][CH2:7]2)[CH:17]=[CH:16][CH:15]=1 |f:1.2,3.4|. Procedure details: The product of Example 164 is reacted with ammonium chloride by the method of Example 5 to generate the title compound. Starting materials: O (water), N[C@@H](CC1=CC=CC=C1)C(=O)O (phenylalanine), C(C)(=O)OC(C)=O (acetic anhydride). Run at time 30 minute. Yields the product C(C)(=O)N[C@@H](CC1=CC=CC=C1)C(=O)O (N-acetyl-phenylalanine). Yield: 71.0%. Reaction SMILES: O.[C:2](OC(=O)C)(=[O:4])[CH3:3].[NH2:9][C@H:10]([C:18]([OH:20])=[O:19])[CH2:11][C:12]1[CH:17]=[CH:16][CH:15]=[CH:14][CH:13]=1>>[C:2]([NH:9][C@H:10]([C:18]([OH:20])=[O:19])[CH2:11][C:12]1[CH:17]=[CH:16][CH:15]=[CH:14][CH:13]=1)(=[O:4])[CH3:3]. Procedure details: In 15 ml of water 8.26 g (50 mmol) of phenylalanine were dissolved. While vigorously stirring this aqueous solution, 10.2 g (100 mmol) of acetic anhydride were added thereto. After the exothermic reaction had been completed, the reaction mixture was further stirred for about 30 minutes and allowed to stand in a refrigerator for about 24 hours. The precipitates thus formed were filtered, washed with water and dried to obtain 7.4 g (yield: 71 %) of N-acetyl-phenylalanine. Then, 1.18 g (5.7 mmol) o...